From a dataset of the Open Reaction Database (ORD), a public repository of structured organic reaction records. describe an organic reaction: reactants, conditions, products, and yield Starting materials: chlorinated heterocycle, [Si](C)(C)(C)OS(=O)(=O)C(F)(F)F (TMSOTf), C(C)(=O)O[C@H]1[C@H](OC(C)=O)[C@H](OC(C)=O)[C@H](O1)C (5-deoxy-1,2,3-tri-O-acetyl-β-D-ribofuranose), 205, 5-deoxy-1,2,3-tri-O-acetyl sugar, C(C)(=O)O[C@H]1[C@H](OC(C)=O)[C@H](OC(C)=O)[C@H](O1)C (5-deoxy-1,2,3-tri-O-acetyl-β-D-ribofuranose), 2,5,6-trichloro-1-(5'-deoxy-2,3-di-O-acetyl-D-ribofuranosyl)benzimidazole, C(C)(=O)O[C@H]1[C@H](OC(C)=O)[C@H](OC(C)=O)[C@H](O1)COC(C)=O (1,2,3,5-tetra-O-acetyl-β-D-ribofuranose), O=C[C@H](O)[C@H](O)[C@H](O)C (5-deoxy-D-ribose), C(C)(=O)OC(C)=O (acetic anhydride), ClC=1NC2=C(N1)C=C(C(=C2)Cl)Cl (2,5,6-trichlorobenzimidazole). Product: CC[C@@H]1[C@H]([C@H]([C@@H](O1)N2C3=CC(=C(C=C3N=C2Cl)Cl)Cl)O)O (5'-deoxy TCRB). Reaction SMILES: O=[CH:2][C@@H:3]([C@@H:5]([C@@H:7]([CH3:9])[OH:8])[OH:6])[OH:4].[C:10](OC(=O)C)(=O)C.C(O[C@@H]1O[C@H](C)[C@@H](OC(=O)C)[C@H]1OC(=O)C)(=O)C.[Cl:35][C:36]1[NH:37][C:38]2[CH:44]=[C:43]([Cl:45])[C:42]([Cl:46])=[CH:41][C:39]=2[N:40]=1.C(O[C@@H]1O[C@H](COC(=O)C)[C@@H](OC(=O)C)[C@H]1OC(=O)C)(=O)C.[Si](OS(C(F)(F)F)(=O)=O)(C)(C)C>>[CH3:10][CH2:9][C@H:7]1[O:8][C@@H:2]([N:40]2[C:36]([Cl:35])=[N:37][C:38]3[C:39]2=[CH:41][C:42]([Cl:46])=[C:43]([Cl:45])[CH:44]=3)[C@H:3]([OH:4])[C@@H:5]1[OH:6]. Procedure details: Treatment of 205 with dilute acid liberated 5-deoxy-D-ribose which was immediately acetylated in the presence of acetic anhydride, giving an anomeric mixture of 5-deoxy-1,2,3-tri-O-acetyl-β-D-ribofuranose (206). The 5-deoxy-1,2,3-tri-O-acetyl sugar was used as an anomeric mixture for ribosylation of 2,5,6-trichlorobenzimidazole in a manner similar to its 1,2,3,5-tetra-O-acetyl-β-D-ribofuranose counterpart. Thus, silylation of the chlorinated heterocycle (207) was followed by the addition of TMSO... Starting materials: BrC=1N(N=C2C=NC=3C=C(C(=CC3C21)OC)OC)C (1-bromo-7,8-dimethoxy-2-methyl-2H-pyrazolo[3,4-c]quinoline), C([O-])([O-])=O.[K+].[K+] (Potassium carbonate), CI (methyl iodide), BrC1=NNC=2C=NC=3C=C(C(=CC3C21)OC)OC (1-bromo-7,8-dimethoxy-3H-pyrazolo[3,4-c]quinoline). The solvent is O (water), C(C)(=O)OCC (ethyl acetate), CN(C=O)C (N,N-dimethylformamide). Reaction conditions: time 18 hour. Yields the product mixture, BrC1=NN(C=2C=NC=3C=C(C(=CC3C21)OC)OC)C (1-bromo-7,8-dimethoxy-3-methyl-3H-pyrazolo[3,4-c]quinoline). The yield is 90.1%. As a reaction SMILES: [C:1](=O)([O-])[O-].[K+].[K+].CI.[Br:9][C:10]1[C:22]2[C:21]3[CH:20]=[C:19]([O:23][CH3:24])[C:18]([O:25][CH3:26])=[CH:17][C:16]=3[N:15]=[CH:14][C:13]=2[NH:12][N:11]=1.BrC1N(C)N=C2C=1C1C=C(OC)C(OC)=CC=1N=C2>CN(C)C=O.C(OCC)(=O)C.O>[Br:9][C:10]1[C:22]2[C:21]3[CH:20]=[C:19]([O:23][CH3:24])[C:18]([O:25][CH3:26])=[CH:17][C:16]=3[N:15]=[CH:14][C:13]=2[N:12]([CH3:1])[N:11]=1 |f:0.1.2|. Reported procedure: Potassium carbonate (270 mg, 1.95 mmol) and methyl iodide (78 μl, 1.27 mmol) is added at room temperature to a solution of 1-bromo-7,8-dimethoxy-3H-pyrazolo[3,4-c]quinoline (300 mg, 972 μmol) in anhydrous N,N-dimethylformamide (36 ml). The reaction mixture is subsequently stirred at room temperature for 18 h. When the reaction is complete, the mixture is poured into water (150 ml) and diluted with ethyl acetate (150 ml). The phases are separated, and the aqueous phase is extracted a number of ti... The reactants are one, P(=O)([O-])([O-])[O-] (phosphate), C1=CC(=C(C=C1SSC2=CC(=C(C=C2)[N+](=O)[O-])C(=O)O)C(=O)O)[N+](=O)[O-] (DTNB), CCCCCCCCN1C(=O)C=CS1 (KATHON). Reaction conditions: time 1 minute. Product: P(=O)([O-])([O-])[O-] (Phosphate), S1N=CC(C1)=O (isothiazolinone). RXN SMILES: C1C(SSC2C=CC([N+]([O-])=[O:16])=C(C(O)=O)C=2)=CC(C(O)=O)=C([N+]([O-])=O)C=1.CCCCCCCC[N:35]1[S:40][CH:39]=[CH:38][C:36]1=O.[P:41]([O-:45])([O-:44])([O-:43])=[O:42]>>[P:41]([O-:45])([O-:44])([O-:43])=[O:42].[S:40]1[CH2:35][C:36](=[O:16])[CH:38]=[N:39]1. Reported procedure: The spectrum of DTNB added to 10 ppm ITA was analyzed versus time at various pHs to evaluate the color change mechanism. 1.0 M Phosphate buffer was prepared and 30 mL aliquots were adjusted to the following pHs: 3, 7, 10, and 12. 22.2 uL of 1000 ppm KATHON® 886 MW was added to a semi micro cuvette followed by 2.065 mL of one of the above phosphate buffers. The solution was mixed and allowed to stand for one minute. These preparations resulted in a final isothiazolinone concentration 10 ppm. The reactants are [Cl-].[Al+3].[Cl-].[Cl-] (aluminum chloride), NC=1SC=C(N1)/C(/C(=O)N[C@H]1[C@@H]2N(C(=C(CS2)SCC2=C(N=NS2)C)C(=O)OC(C2=CC=CC=C2)C2=CC=CC=C2)C1=O)=N/OC(C1=CC=CC=C1)(C1=CC=CC=C1)C1=CC=CC=C1 (diphenylmethyl 7β-[2-(2-aminothiazol-4-yl)-2-(Z)-(trityloxyimino)acetamido]-3-[(4-methyl-1,2,3-thiadiazol-5-yl)methylthio]-3-cephem-4-carboxylate). Run in C1(=CC=CC=C1)OC (anisole), C1(=CC=CC=C1)OC (anisole), [N+](=O)([O-])C (nitromethane). Run at time 1 hour. Product: NC=1SC=C(N1)/C(/C(=O)N[C@H]1[C@@H]2N(C(=C(CS2)SCC2=C(N=NS2)C)C(=O)O)C1=O)=N/O (7β-[2-(2-aminothiazol-4-yl)-2-(Z)-(hydroxyimino)acetamido]-3-[(4-methyl-1,2,3-thiadiazol-5-yl)methylthio]-3-cephem-4-carboxylic acid). Yield: 10.4%. Reaction SMILES: [Cl-].[Al+3].[Cl-].[Cl-].[NH2:5][C:6]1[S:7][CH:8]=[C:9](/[C:11](=[N:48]/[O:49]C(C2C=CC=CC=2)(C2C=CC=CC=2)C2C=CC=CC=2)/[C:12]([NH:14][C@@H:15]2[C:46](=[O:47])[N:17]3[C:18]([C:30]([O:32]C(C4C=CC=CC=4)C4C=CC=CC=4)=[O:31])=[C:19]([S:22][CH2:23][C:24]4[S:28][N:27]=[N:26][C:25]=4[CH3:29])[CH2:20][S:21][C@H:16]23)=[O:13])[N:10]=1>C1(OC)C=CC=CC=1.[N+](C)([O-])=O>[NH2:5][C:6]1[S:7][CH:8]=[C:9](/[C:11](=[N:48]/[OH:49])/[C:12]([NH:14][C@@H:15]2[C:46](=[O:47])[N:17]3[C:18]([C:30]([OH:32])=[O:31])=[C:19]([S:22][CH2:23][C:24]4[S:28][N:27]=[N:26][C:25]=4[CH3:29])[CH2:20][S:21][C@H:16]23)=[O:13])[N:10]=1 |f:0.1.2.3|. Reported procedure: Under N2 atmosphere, a solution of aluminum chloride (1.88 g, 14.05 m mol) in anisole (4.5 ml) was added slowly to a solution of diphenylmethyl 7β-[2-(2-aminothiazol-4-yl)-2-(Z)-(trityloxyimino)acetamido]-3-[(4-methyl-1,2,3-thiadiazol-5-yl)methylthio]-3-cephem-4-carboxylate (2.60 g, 2.81 m mol) in anisole (4.5 ml) and nitromethane (18 ml) at −30˜20° C. After the mixture was stirred for 1 hour at the same temperature, the reaction was quenched with 1N hydrochloric acid (18 ml), and poured into wa... Starting materials: C(C)(=O)NC1=C(OC2=C1C=CC=C2)C(=O)NC2=NN=NN2 (3-(acetylamino)N-1H-tetrazol-5-yl-2-benzofurancarboxamide). Reported procedure: A mixture of 5.3 g (0.019 mole) of 3-(acetylamino)N-1H-tetrazol-5-yl-2-benzofurancarboxamide in 50 ml of ethanol plus 50 ml of concentrated (12.0 M) hydrochloric acid is stirred at reflux for two hours. The reaction mixture is cooled in ice to precipitate 3-amino-N-1H-tetrazol-5-yl-2-benzofurancarboxamide. The precipitate is filtered, washed with 50% aqueous ethanol, and recrystallized from aqueous 2-methoxyethanol to yield 2.4 g (53% yield) of the analytically pure 3-amino-N-1H-tetrazol-5-yl-2-... Reaction SMILES: C([NH:4][C:5]1[C:9]2[CH:10]=[CH:11][CH:12]=[CH:13][C:8]=2[O:7][C:6]=1[C:14]([NH:16][C:17]1[NH:21][N:20]=[N:19][N:18]=1)=[O:15])(=O)C>C(O)C>[NH2:4][C:5]1[C:9]2[CH:10]=[CH:11][CH:12]=[CH:13][C:8]=2[O:7][C:6]=1[C:14]([NH:16][C:17]1[NH:21][N:20]=[N:19][N:18]=1)=[O:15]. Yield: 53.0%. Solvent: C(C)O (ethanol). The product is NC1=C(OC2=C1C=CC=C2)C(=O)NC2=NN=NN2 (3-amino-N-1H-tetrazol-5-yl-2-benzofurancarboxamide). Isolated yield 40.0%. Yields the product ClC1=NC2=CC=C(C=C2C(=N1)C1=CC(=CC=C1)Cl)C(=O)C1=CC=C(C=C1)F ([2-chloro-4-(3-chlorophenyl)-6-quinazolinyl](4-fluorophenyl)-methanone). Starting materials: ClC=1C=C(C=CC1)C1=NC(NC2=CC=C(C=C12)C(C1=CC=C(C=C1)F)=O)=O (4-(3-chlorophenyl)-6-(4-fluorobenzoyl)-2(1H)-quinazolinone), P(=O)(Cl)(Cl)Cl (phosphoryl chloride). Conditions: temperature 100 celsius, time 3 hour. Procedure: Intermediate 5 ( 0.0528 mol) was added in phosphoryl chloride (200 ml) at room temperature. The mixture was stirred at 100° C. for 3 hours and cooled to room temperature. The solvent was evaporated. The residue was taken up in DCM. The solvent was evaporated till dryness. The residue was taken up in DCM, poured out into ice water, neutralised with K2CO3 solid and extracted with DCM. The organic layer was washed with water, separated, dried (MgSO4), filtered, and the solvent was evaporated. The r... RXN SMILES: [Cl:1][C:2]1[CH:3]=[C:4]([C:8]2[C:17]3[C:12](=[CH:13][CH:14]=[C:15]([C:18](=[O:26])[C:19]4[CH:24]=[CH:23][C:22]([F:25])=[CH:21][CH:20]=4)[CH:16]=3)[NH:11][C:10](=O)[N:9]=2)[CH:5]=[CH:6][CH:7]=1.P(Cl)(Cl)([Cl:30])=O>>[Cl:30][C:10]1[N:9]=[C:8]([C:4]2[CH:5]=[CH:6][CH:7]=[C:2]([Cl:1])[CH:3]=2)[C:17]2[C:12](=[CH:13][CH:14]=[C:15]([C:18]([C:19]3[CH:24]=[CH:23][C:22]([F:25])=[CH:21][CH:20]=3)=[O:26])[CH:16]=2)[N:11]=1. Starting materials: BrC(C(=O)OCC)(C)C=O (ethyl α-bromo-α-formylpropionate), [N-]=[N+]=[N-].[Na+] (sodium azide). Solvent: C(OC)COC (dimethoxyethane), O (water). Reaction conditions: time 5 hour. Product: N(=[N+]=[N-])C(C(=O)OCC)(C)C=O (ethyl α-azido-α-formylpropionate). As a reaction SMILES: Br[C:2]([CH:9]=[O:10])([CH3:8])[C:3]([O:5][CH2:6][CH3:7])=[O:4].[N-:11]=[N+:12]=[N-:13].[Na+]>C(COC)OC.O>[N:11]([C:2]([CH:9]=[O:10])([CH3:8])[C:3]([O:5][CH2:6][CH3:7])=[O:4])=[N+:12]=[N-:13] |f:1.2|. Procedure: To a solution of ethyl α-bromo-α-formylpropionate (20 g.) in dimethoxyethane (200 ml.) is added a solution of sodium azide (8 g.) in water (40 ml.) and the mixture is stirred at room temperature for 5 hours. The dimethoxy ethane is removed under reduced pressure and the residue is taken up in a mixture of ether and water. The ethereal phase is separated, washed with water, dried over anhydrous sodium sulfate and evaporated yielding ethyl α-azido-α-formylpropionate which is purified by vacuum dis...